This data is from the Open Reaction Database (ORD), a public repository of structured organic reaction records. The task is: describe an organic reaction: reactants, conditions, products, and yield The reactants are FC1=CC=C(C=C1)C1(C(N(CCC1)CC(=O)N1CCN(CC1)C(=O)OCC1=CC=CC=C1)=O)C1=CC=C(C=C1)F (Benzyl 4-(2-(3,3-bis(4-fluorophenyl)-2-oxopiperidin-1-yl)acetyl)piperazine-1-carboxylate), Pd(OH)2—C. Run in O1CCCC1 (tetrahydrofuran). Conditions: temperature 50 celsius, time 15 minute. Yields the product FC1=CC=C(C=C1)C1(C(N(CCC1)CC(N1CCNCC1)=O)=O)C1=CC=C(C=C1)F (3,3-Bis(4-fluorophenyl)-1-(2-oxo-2-piperazin-1-ylethyl)piperidin-2-one). As a reaction SMILES: [F:1][C:2]1[CH:7]=[CH:6][C:5]([C:8]2([C:34]3[CH:39]=[CH:38][C:37]([F:40])=[CH:36][CH:35]=3)[CH2:13][CH2:12][CH2:11][N:10]([CH2:14][C:15]([N:17]3[CH2:22][CH2:21][N:20](C(OCC4C=CC=CC=4)=O)[CH2:19][CH2:18]3)=[O:16])[C:9]2=[O:33])=[CH:4][CH:3]=1>O1CCCC1>[F:40][C:37]1[CH:38]=[CH:39][C:34]([C:8]2([C:5]3[CH:4]=[CH:3][C:2]([F:1])=[CH:7][CH:6]=3)[CH2:13][CH2:12][CH2:11][N:10]([CH2:14][C:15](=[O:16])[N:17]3[CH2:22][CH2:21][NH:20][CH2:19][CH2:18]3)[C:9]2=[O:33])=[CH:35][CH:36]=1. Procedure details: A 50 mL pressure bottle was charged with tetrahydrofuran (10 mL), the product of Example 23E (0.500 g, 0.913 mmol) and 20% Pd(OH)2—C, wet (0.100 g, 0.712 mmol). The reaction mixture was stirred at 50° C. under an atmosphere of 30 psi H2 for 15 minutes. The mixture was filtered through a nylon membrane and concentrated in vacuo. The crude product was purified by chromatography on silica gel (Analogix Intelliflash 280; 2N NH4OH in CH3OH/CH2Cl2, 2:98, eluant) to afford the title compound. 1H NMR (3... Reactants: FC(C(=O)OC(C(F)(F)F)=O)(F)F (Trifluoroacetic anhydride), N(=O)N1C(CCCC1)C(=O)O ((2RS)-1-nitrosopiperidine-2-carboxylic acid). The solvent is C1CCOC1 (THF). Reaction conditions: temperature 0 celsius, time 2 hour. The product is N1OC(C2N1CCCC2)=O (Tetrahydropyridino[1,2-c][1,2,3]oxadiazolone), crystals. The yield is 33.0%. As a reaction SMILES: FC(F)(F)C(OC(=O)C(F)(F)F)=O.[N:14]([N:16]1[CH2:21][CH2:20][CH2:19][CH2:18][CH:17]1[C:22]([OH:24])=[O:23])=O>C1COCC1>[NH:14]1[N:16]2[CH2:21][CH2:20][CH2:19][CH2:18][CH:17]2[C:22](=[O:23])[O:24]1. Procedure details: Trifluoroacetic anhydride (1.93 g) was added to the THF (92 mL) solution of crude (2RS)-1-nitrosopiperidine-2-carboxylic acid under a nitrogen atmosphere at 0° C. and stirred for 5 h at 0° C. and for 2 h at room temperature. The solution was concentrated under a reduced pressure. The residue was applied to silica gel column chromatography, then the column was eluted with n-hexane-AcOEt (1/1-0/1). The titled compound was obtained as colorless crystals (1.10 g, 33%). Reactants: O1CCC2=C1C=CC(=C2)C[C@H](C)N(CC)CC2CCN(CC2)S(=O)(=O)C ((S)-N-[2-(2,3,-Dihydrobenzofuran-5-yl)-1-methylethyl]-N-ethyl-(1-methanesulfonylpiperidin-4-ylmethyl)amine), P(O)(O)(O)=O (phosphoric acid). The solvent is C(C)O (ethanol). Run at time 16 hour. Product: P(=O)(O)(O)O.O1CCC2=C1C=CC(=C2)C[C@H](C)N(CC)CC2CCN(CC2)S(=O)(=O)C ((S)-N-[2-(2,3,-dihydrobenzofuran-5-yl)-1-methylethyl]-N-ethyl-(1-methanesulfonylpiperidin-4-ylmethyl)amine phosphate). Isolated yield 90.4%. As a reaction SMILES: [O:1]1[C:5]2[CH:6]=[CH:7][C:8]([CH2:10][C@@H:11]([N:13]([CH2:16][CH:17]3[CH2:22][CH2:21][N:20]([S:23]([CH3:26])(=[O:25])=[O:24])[CH2:19][CH2:18]3)[CH2:14][CH3:15])[CH3:12])=[CH:9][C:4]=2[CH2:3][CH2:2]1.[P:27](=[O:31])([OH:30])([OH:29])[OH:28]>C(O)C>[P:27]([OH:31])([OH:30])([OH:29])=[O:28].[O:1]1[C:5]2[CH:6]=[CH:7][C:8]([CH2:10][C@@H:11]([N:13]([CH2:16][CH:17]3[CH2:22][CH2:21][N:20]([S:23]([CH3:26])(=[O:24])=[O:25])[CH2:19][CH2:18]3)[CH2:14][CH3:15])[CH3:12])=[CH:9][C:4]=2[CH2:3][CH2:2]1 |f:3.4|. Reported procedure: (S)-N-[2-(2,3,-Dihydrobenzofuran-5-yl)-1-methylethyl]-N-ethyl-(1-methanesulfonylpiperidin-4-ylmethyl)amine (0.4 grams, 1.05 mmole) was dissolved in (10 ml) hot 10% aqueous ethanol. To this solution was added 85% phosphoric acid (0.122 grams, 1.06 mmole). The solution was stored at 22° C. for 16 hours. The deposited crystals were collected and dried in vacuo at 70° C. to give (S)-N-[2-(2,3,-dihydrobenzofuran-5-yl)-1-methylethyl]-N-ethyl-(1-methanesulfonylpiperidin-4-ylmethyl)amine phosphate (0.45... The reactants are CS(=O)c1nc(N)nc(-c2ccco2)c1Br, C1CCC2=NCCCN2CC1, CCO, C1COCCO1. The product is CCOc1nc(N)nc(-c2ccco2)c1Br. RXN SMILES: [Br:1][c:2]1[c:3](-[c:12]2[o:13][cH:14][cH:15][cH:16]2)[n:4][c:5]([NH2:11])[n:6][c:7]1[S:8]([CH3:9])=[O:10].[CH2:20]1[CH2:21][CH2:22][C:23]2=[N:28][CH2:27][CH2:26][CH2:25][N:24]2[CH2:29][CH2:30]1.[CH3:17][CH2:18][OH:19].[O:31]1[CH2:32][CH2:33][O:34][CH2:35][CH2:36]1>>[Br:1][c:2]1[c:3](-[c:12]2[o:13][cH:14][cH:15][cH:16]2)[n:4][c:5]([NH2:11])[n:6][c:7]1[O:19][CH2:18][CH3:17]. Reactants: CC#N, COc1ccc2c(Cc3c(Cl)cncc3Cl)n[nH]c(=O)c2c1, O=P(Cl)(Cl)Cl. The product is COc1ccc2c(Cc3c(Cl)cncc3Cl)nnc(Cl)c2c1. RXN SMILES: [CH3:28][C:29]#[N:30].[Cl:6][c:7]1[cH:8][n:9][cH:10][c:11]([Cl:27])[c:12]1[CH2:13][c:14]1[n:15][nH:16][c:17](=[O:26])[c:18]2[cH:19][c:20]([O:24][CH3:25])[cH:21][cH:22][c:23]12.[P:1]([Cl:2])([Cl:3])([Cl:4])=[O:5]>>[Cl:3][c:17]1[n:16][n:15][c:14]([CH2:13][c:12]2[c:7]([Cl:6])[cH:8][n:9][cH:10][c:11]2[Cl:27])[c:23]2[c:18]1[cH:19][c:20]([O:24][CH3:25])[cH:21][cH:22]2. The reactants are 26, NC1=C(C=C(C=C1)C(=O)C1=CC=C(C=C1)F)[N+](=O)[O-] ((4-amino-3-nitrophenyl)(4-fluorophenyl)methanone), C(CO)O (1,2-ethanediol), CC1=CC=C(C=C1)S(=O)(=O)O (4-methylbenzenesulfonic acid), C(CCC)O (butanol), CC1=CC=C(C=C1)S(=O)(=O)O (4-methylbenzenesulfonic acid). The solvent is O (water), C1=CC=CC=C1 (benzene), O (water). Conditions: time 72 hour. Yields the product 10.1, FC1=CC=C(C=C1)C1(OCCO1)C1=CC(=C(C=C1)N)[N+](=O)[O-] (4-[2-(4-fluorophenyl)-1,3-dioxolan-2-yl]-2-nitrobenzenamine). Isolated yield 33.2%. Reaction SMILES: [NH2:1][C:2]1[CH:7]=[CH:6][C:5]([C:8]([C:10]2[CH:15]=[CH:14][C:13]([F:16])=[CH:12][CH:11]=2)=[O:9])=[CH:4][C:3]=1[N+:17]([O-:19])=[O:18].[CH2:20](O)[CH2:21][OH:22].CC1C=CC(S(O)(=O)=O)=CC=1.C(O)CCC>O.C1C=CC=CC=1>[F:16][C:13]1[CH:12]=[CH:11][C:10]([C:8]2([C:5]3[CH:6]=[CH:7][C:2]([NH2:1])=[C:3]([N+:17]([O-:19])=[O:18])[CH:4]=3)[O:22][CH2:21][CH2:20][O:9]2)=[CH:15][CH:14]=1. Procedure details: A mixture of 26 parts of (4-amino-3-nitrophenyl)(4-fluorophenyl)methanone, 12 parts of 1,2-ethanediol, 10 parts of 4-methylbenzenesulfonic acid, 32 parts of butanol and 360 parts of benzene is stirred and refluxed for 96 hours with water-separator. Another 5 parts of 4-methylbenzenesulfonic acid are added and stirring at reflux is continued for 72 hours. The reaction mixture is cooled, water is added and the layers are separated. The organic phase is dried, filtered and evaporated. The residue i... Yields the product COc1c(Br)cccc1-c1ccccc1. As a reaction SMILES: [Br:10][c:11]1[c:12]([O:18][CH3:19])[c:13]([Br:17])[cH:14][cH:15][cH:16]1.[C:20](=[O:21])([O-:22])[O-:23].[CH3:26][O:27][CH2:28][CH2:29][O:30][CH3:31].[K+:24].[K+:25].[OH2:32].[OH:1][B:2]([OH:3])[c:4]1[cH:5][cH:6][cH:7][cH:8][cH:9]1>>[c:4]1(-[c:11]2[c:12]([O:18][CH3:19])[c:13]([Br:17])[cH:14][cH:15][cH:16]2)[cH:5][cH:6][cH:7][cH:8][cH:9]1. Reactants: COc1c(Br)cccc1Br, O=C([O-])[O-], COCCOC, [K+], [K+], O, OB(O)c1ccccc1. The reactants are ClC1=CC=C(CNC(=O)C=2C(=C3C(=NC2)SC(=C3)C#CCO)O)C=C1 (N-(4-chlorobenzyl)-4-hydroxy-2-(3-hydroxy-1-propynyl)thieno[2,3-b]pyridine-5-carboxamide), C(=O)([O-])[O-].[K+].[K+] (K2CO3), Br.BrCCNCC (2-bromo-N,N-diethylamine hydrobromide), C(=O)([O-])[O-].[K+].[K+] (K2CO3), C(=O)([O-])[O-].[K+].[K+] (K2CO3), Br.BrCCN(CC)CC (2-bromo-N,N-diethylethylamine hydrobromide). Yields the product Cl.ClC1=CC=C(CNC(=O)C=2C(C3=C(N(C2)CCN(CC)CC)SC(=C3)C#CCO)=O)C=C1 (N-(4-Chlorobenzyl)-7-[2-(diethylamino)ethyl]-2-(3-hydroxy-1-propynyl)-4-oxo-4,7-dihydrothieno[2,3-b]pyridine-5-carboxamide hydrochloride). Reported procedure: To a solution of N-(4-chlorobenzyl)-4-hydroxy-2-(3-hydroxy-1-propynyl)thieno[2,3-b]pyridine-5-carboxamide (Example No. 5) (0.300 g) in DMF (4 mL) is added K2CO3 (0.334 g) and 2-bromo-N,N-diethylethylamine hydrobromide (0.420 g). The reaction is heated to 90° C. After 4.5 h, an additional 0.111 g of K2CO3 is added and the reaction is stirred at 90° C. for 3 d. An additional 0.210 g of 2-bromo-N,N-diethylamine hydrobromide and 0.111 g of K2CO3 are added and the reaction is stirred for an additiona... As a reaction SMILES: [Cl:1][C:2]1[CH:25]=[CH:24][C:5]([CH2:6][NH:7][C:8]([C:10]2[C:11]([OH:23])=[C:12]3[CH:18]=[C:17]([C:19]#[C:20][CH2:21][OH:22])[S:16][C:13]3=[N:14][CH:15]=2)=[O:9])=[CH:4][CH:3]=1.C([O-])([O-])=O.[K+].[K+].Br.Br[CH2:34][CH2:35][N:36]([CH2:39][CH3:40])[CH2:37][CH3:38].Br.BrCCNCC>CN(C=O)C.O>[ClH:1].[Cl:1][C:2]1[CH:3]=[CH:4][C:5]([CH2:6][NH:7][C:8]([C:10]2[C:11](=[O:23])[C:12]3[CH:18]=[C:17]([C:19]#[C:20][CH2:21][OH:22])[S:16][C:13]=3[N:14]([CH2:34][CH2:35][N:36]([CH2:39][CH3:40])[CH2:37][CH3:38])[CH:15]=2)=[O:9])=[CH:24][CH:25]=1 |f:1.2.3,4.5,6.7,10.11|. Conditions: temperature 90 celsius, time 4.5 hour. Yield: 20.0%. The solvent is O (H2O), CN(C)C=O (DMF).